Dataset: the Open Reaction Database (ORD), a public repository of structured organic reaction records. Task: describe an organic reaction: reactants, conditions, products, and yield Reactants: CC1=CC=C(C=C1)S(=O)(=O)OCC1OC2=C(C1)C=CC=C2C2=C(C=CC=C2)Cl ((±)-[7-(2-chlorophenyl)-2,3-dihydro-1-benzofuran-2-yl]methyl 4-methylbenzenesulfonate), [N-]=[N+]=[N-].[Na+] (sodium azide), Intermediate 98. Yields the product N(=[N+]=[N-])CC1OC2=C(C1)C=CC=C2C2=C(C=CC=C2)Cl ((±)-2-(azidomethyl)-7-(2-chlorophenyl)-2,3-dihydro-1-benzofuran). RXN SMILES: CC1C=CC(S(O[CH2:12][CH:13]2[CH2:17][C:16]3[CH:18]=[CH:19][CH:20]=[C:21]([C:22]4[CH:27]=[CH:26][CH:25]=[CH:24][C:23]=4[Cl:28])[C:15]=3[O:14]2)(=O)=O)=CC=1.[N-:29]=[N+:30]=[N-:31].[Na+]>>[N:29]([CH2:12][CH:13]1[CH2:17][C:16]2[CH:18]=[CH:19][CH:20]=[C:21]([C:22]3[CH:27]=[CH:26][CH:25]=[CH:24][C:23]=3[Cl:28])[C:15]=2[O:14]1)=[N+:30]=[N-:31] |f:1.2|. Procedure details: Treatment of (±)-[7-(2-chlorophenyl)-2,3-dihydro-1-benzofuran-2-yl]methyl 4-methylbenzenesulfonate (2.6 g, 6.26 mmol) with sodium azide (1.63 g, 25.05 mmol) generally according to the procedure described for Intermediate 98 gave (±)-2-(azidomethyl)-7-(2-chlorophenyl)-2,3-dihydro-1-benzofuran. Treatment of the azide with sulfided platinum on carbon (0.17 g, 5 wt. %) generally according to the procedure described for Example 1 provided 1.05 g (57%) of (±)-1-[7-(2-chlorophenyl)-2,3-dihydro-1-benzof... The reactants are ClC=1C2=C(SC1C(=O)NN)C=CC=C2 (3-chlorobenzo(b)thiophene 2-carboxylic acid hydrazide), C(=O)(Cl)Cl (phosgene). Product: ClC=1C2=C(SC1C1=NNC(O1)=O)C=CC=C2 (3-chloro-2-(2-oxo-3H-1,3,4-oxadiazole-5-yl)-benzo(b)thiophene). Reaction SMILES: [Cl:1][C:2]1[C:3]2[CH:14]=[CH:13][CH:12]=[CH:11][C:4]=2[S:5][C:6]=1[C:7]([NH:9][NH2:10])=[O:8].[C:15](Cl)(Cl)=[O:16]>>[Cl:1][C:2]1[C:3]2[CH:14]=[CH:13][CH:12]=[CH:11][C:4]=2[S:5][C:6]=1[C:7]1[O:8][C:15](=[O:16])[NH:10][N:9]=1. Procedure: In the same way as above, 3-chlorobenzo(b)thiophene 2-carboxylic acid hydrazide was reacted with phosgene to give 3-chloro-2-(2-oxo-3H-1,3,4-oxadiazole-5-yl)-benzo(b)thiophene, mp. 218°-220°. Starting materials: CC(C)n1nc(C(=O)NC2CC(CC(=O)O)N(C(=O)OC(C)(C)C)C2)c2ccccc21, CN. Product: CNC(=O)CC1CC(NC(=O)c2nn(C(C)C)c3ccccc23)CN1C(=O)OC(C)(C)C. Reaction SMILES: [C:1]([CH3:2])([CH3:3])([CH3:4])[O:5][C:6](=[O:7])[N:8]1[CH:9]([CH2:28][C:29](=[O:30])[OH:31])[CH2:10][CH:11]([NH:13][C:14](=[O:15])[c:16]2[n:17][n:18]([CH:25]([CH3:26])[CH3:27])[c:19]3[cH:20][cH:21][cH:22][cH:23][c:24]23)[CH2:12]1.[CH3:32][NH2:33]>>[C:1]([CH3:2])([CH3:3])([CH3:4])[O:5][C:6](=[O:7])[N:8]1[CH:9]([CH2:28][C:29](=[O:31])[NH:33][CH3:32])[CH2:10][CH:11]([NH:13][C:14](=[O:15])[c:16]2[n:17][n:18]([CH:25]([CH3:26])[CH3:27])[c:19]3[cH:20][cH:21][cH:22][cH:23][c:24]23)[CH2:12]1.